From a dataset of the Open Reaction Database (ORD), a public repository of structured organic reaction records. describe an organic reaction: reactants, conditions, products, and yield Reactants: O=C([O-])[O-], CC(=O)Oc1cc(C)c(C(=O)Cl)cc1OC(C)=O, ClCCl, [K+], [K+], Cc1cc(SCC2=C(C(=O)OC(c3ccccc3)c3ccccc3)N3C(=O)C(NC(=O)C(=NO)c4csc(NC(c5ccccc5)(c5ccccc5)c5ccccc5)n4)C3SC2)n2nc(C(=O)OC(c3ccccc3)c3ccccc3)nc2n1. The product is CC(=O)Oc1cc(C)c(C(=O)ON=C(C(=O)NC2C(=O)N3C(C(=O)OC(c4ccccc4)c4ccccc4)=C(CSc4cc(C)nc5nc(C(=O)OC(c6ccccc6)c6ccccc6)nn45)CSC23)c2csc(NC(c3ccccc3)(c3ccccc3)c3ccccc3)n2)cc1OC(C)=O. As a reaction SMILES: [C:103](=[O:104])([O-:105])[O-:106].[C:85]([CH3:86])(=[O:87])[O:88][c:89]1[cH:90][c:91]([CH3:102])[c:92]([C:93](=[O:94])[Cl:95])[cH:96][c:97]1[O:98][C:99]([CH3:100])=[O:101].[Cl:109][CH2:110][Cl:111].[K+:107].[K+:108].[c:1]1([CH:7]([c:8]2[cH:9][cH:10][cH:11][cH:12][cH:13]2)[O:14][C:15](=[O:16])[C:17]2=[C:24]([CH2:25][S:26][c:27]3[cH:28][c:29]([CH3:52])[n:30][c:31]4[n:32]3[n:33][c:34]([C:36](=[O:37])[O:38][CH:39]([c:40]3[cH:41][cH:42][cH:43][cH:44][cH:45]3)[c:46]3[cH:47][cH:48][cH:49][cH:50][cH:51]3)[n:35]4)[CH2:23][S:22][CH:21]3[N:18]2[C:19](=[O:84])[CH:20]3[NH:53][C:54]([C:55](=[N:56][OH:57])[c:58]2[n:59][c:60]([NH:63][C:64]([c:65]3[cH:66][cH:67][cH:68][cH:69][cH:70]3)([c:71]3[cH:72][cH:73][cH:74][cH:75][cH:76]3)[c:77]3[cH:78][cH:79][cH:80][cH:81][cH:82]3)[s:61][cH:62]2)=[O:83])[cH:2][cH:3][cH:4][cH:5][cH:6]1>>[c:1]1([CH:7]([c:8]2[cH:9][cH:10][cH:11][cH:12][cH:13]2)[O:14][C:15](=[O:16])[C:17]2=[C:24]([CH2:25][S:26][c:27]3[cH:28][c:29]([CH3:52])[n:30][c:31]4[n:32]3[n:33][c:34]([C:36](=[O:37])[O:38][CH:39]([c:40]3[cH:41][cH:42][cH:43][cH:44][cH:45]3)[c:46]3[cH:47][cH:48][cH:49][cH:50][cH:51]3)[n:35]4)[CH2:23][S:22][CH:21]3[N:18]2[C:19](=[O:84])[CH:20]3[NH:53][C:54]([C:55](=[N:56][O:57][C:93]([c:92]2[c:91]([CH3:102])[cH:90][c:89]([O:88][C:85]([CH3:86])=[O:87])[c:97]([O:98][C:99]([CH3:100])=[O:101])[cH:96]2)=[O:94])[c:58]2[n:59][c:60]([NH:63][C:64]([c:65]3[cH:66][cH:67][cH:68][cH:69][cH:70]3)([c:71]3[cH:72][cH:73][cH:74][cH:75][cH:76]3)[c:77]3[cH:78][cH:79][cH:80][cH:81][cH:82]3)[s:61][cH:62]2)=[O:83])[cH:2][cH:3][cH:4][cH:5][cH:6]1. Reactants: C1CCOC1, [Li]CCCC, CCCCCC, COP(C)(=O)OC, CC(=O)O, COC(=O)C1CCCCC1, O. Yields the product COP(=O)(CC(=O)C1CCCCC1)OC. RXN SMILES: [CH2:29]1[O:30][CH2:31][CH2:32][CH2:33]1.[CH2:8]([Li:9])[CH2:10][CH2:11][CH3:12].[CH3:13][CH2:14][CH2:15][CH2:16][CH2:17][CH3:18].[CH3:1][P:2]([O:3][CH3:4])([O:5][CH3:6])=[O:7].[CH3:34][C:35](=[O:36])[OH:37].[CH:19]1([C:25](=[O:26])[O:27][CH3:28])[CH2:20][CH2:21][CH2:22][CH2:23][CH2:24]1.[OH2:38]>>[CH2:1]([P:2]([O:3][CH3:4])([O:5][CH3:6])=[O:7])[C:25]([CH:19]1[CH2:20][CH2:21][CH2:22][CH2:23][CH2:24]1)=[O:26].